The task is: describe an organic reaction: reactants, conditions, products, and yield. This data is from the Open Reaction Database (ORD), a public repository of structured organic reaction records. Yields the product C(C)OC(=O)C=1C(=NOC1)CCCC (3-Butyl-isoxazole-4-carboxylic acid ethyl ester). Isolated yield 61.0%. Starting materials: C(CCCC)=NO (pentanal oxime), C(CCC)=NO (butanal oxime), CNC(=CC(=O)OCC)NC (ethyl 3,3-dimethylaminoacrylate). As a reaction SMILES: [CH:1](=[N:6][OH:7])[CH2:2][CH2:3][CH2:4][CH3:5].C(=NO)CCC.CN[C:16](NC)=[CH:17][C:18]([O:20][CH2:21][CH3:22])=[O:19]>>[CH2:21]([O:20][C:18]([C:17]1[C:1]([CH2:2][CH2:3][CH2:4][CH3:5])=[N:6][O:7][CH:16]=1)=[O:19])[CH3:22]. Procedure details: As described for example 1a except using valeraldehyde (12.4 mL, 116 mmol) instead of butyraldehyde, the penatnal oxime intermediate product (11.7 g, 99%) was obtained as a yellow solid and as a mixture of cis and trans isomers that was used directly without further purification. MS (EI): m/e=101.0 [M]+. Then as described for example 1b, except using (E and/or Z)-pentanal oxime (11.4 g, 113 mmol) instead of (E and/or Z)-butanal oxime, and using ethyl 3,3-dimethylaminoacrylate instead of ethyl (E... Reactants: Cl.C(C)NC([C@H]1N(CCC1)C([C@@H](NC([C@@H](NC([C@H](NC([C@@H](NC([C@@H](NC([C@@H](NC([C@@H](NC(=O)OCC1=CC=CC=C1)CCC(N)=O)=O)CC1=CNC2=CC=CC=C12)=O)CO)=O)CC1=CC=C(C=C1)O)=O)CC1=CC=CC=C1)=O)CC(C)C)=O)CCCNC(N)=N)=O)=O (Nα -benzyloxycarbonyl-L-glutaminyl-L-tryptophyl-L-seryl-L-tyrosyl-D-phenylalanyl-L-leucyl-L-arginyl-L-proline N-ethylamide hydrochloride), C(C)(=O)[O-] (acetate), resin 1.8. Run in CO (methanol). Product: C(C)(=O)O.C(C)NC([C@H]1N(CCC1)C([C@@H](NC([C@@H](NC([C@H](NC([C@@H](NC([C@@H](NC([C@@H](NC([C@@H](NC(=O)OCC1=CC=CC=C1)CCC(N)=O)=O)CC1=CNC2=CC=CC=C12)=O)CO)=O)CC1=CC=C(C=C1)O)=O)CC1=CC=CC=C1)=O)CC(C)C)=O)CCCNC(N)=N)=O)=O (Nα -benzyloxycarbonyl-L-glutaminyl-L-tryptophyl-L-seryl-L-tyrosyl-D-phenylalanyl-L-leucyl-L-arginyl-L-proline N-ethylamide acetate salt). RXN SMILES: Cl.[CH2:2]([NH:4][C:5](=[O:92])[C@@H:6]1[CH2:10][CH2:9][CH2:8][N:7]1[C:11](=[O:91])[C@H:12]([CH2:84][CH2:85][CH2:86][NH:87][C:88](=[NH:90])[NH2:89])[NH:13][C:14](=[O:83])[C@H:15]([CH2:79][CH:80]([CH3:82])[CH3:81])[NH:16][C:17](=[O:78])[C@@H:18]([CH2:71][C:72]1[CH:77]=[CH:76][CH:75]=[CH:74][CH:73]=1)[NH:19][C:20](=[O:70])[C@H:21]([CH2:62][C:63]1[CH:68]=[CH:67][C:66]([OH:69])=[CH:65][CH:64]=1)[NH:22][C:23](=[O:61])[C@H:24]([CH2:59][OH:60])[NH:25][C:26](=[O:58])[C@H:27]([CH2:48][C:49]1[C:57]2[C:52](=[CH:53][CH:54]=[CH:55][CH:56]=2)[NH:51][CH:50]=1)[NH:28][C:29](=[O:47])[C@H:30]([CH2:42][CH2:43][C:44](=[O:46])[NH2:45])[NH:31][C:32]([O:34][CH2:35][C:36]1[CH:41]=[CH:40][CH:39]=[CH:38][CH:37]=1)=[O:33])[CH3:3].[C:93]([O-:96])(=[O:95])[CH3:94]>CO>[C:93]([OH:96])(=[O:95])[CH3:94].[CH2:2]([NH:4][C:5](=[O:92])[C@@H:6]1[CH2:10][CH2:9][CH2:8][N:7]1[C:11](=[O:91])[C@H:12]([CH2:84][CH2:85][CH2:86][NH:87][C:88](=[NH:89])[NH2:90])[NH:13][C:14](=[O:83])[C@H:15]([CH2:79][CH:80]([CH3:81])[CH3:82])[NH:16][C:17](=[O:78])[C@@H:18]([CH2:71][C:72]1[CH:73]=[CH:74][CH:75]=[CH:76][CH:77]=1)[NH:19][C:20](=[O:70])[C@H:21]([CH2:62][C:63]1[CH:64]=[CH:65][C:66]([OH:69])=[CH:67][CH:68]=1)[NH:22][C:23](=[O:61])[C@H:24]([CH2:59][OH:60])[NH:25][C:26](=[O:58])[C@H:27]([CH2:48][C:49]1[C:57]2[C:52](=[CH:53][CH:54]=[CH:55][CH:56]=2)[NH:51][CH:50]=1)[NH:28][C:29](=[O:47])[C@H:30]([CH2:42][CH2:43][C:44](=[O:46])[NH2:45])[NH:31][C:32]([O:34][CH2:35][C:36]1[CH:37]=[CH:38][CH:39]=[CH:40][CH:41]=1)=[O:33])[CH3:3] |f:0.1,4.5|. Procedure details: A solution of 300 mg. of Nα -benzyloxycarbonyl-L-glutaminyl-L-tryptophyl-L-seryl-L-tyrosyl-D-phenylalanyl-L-leucyl-L-arginyl-L-proline N-ethylamide hydrochloride in 100 ml. of methanol is put on a column of Dowex 1 × 2 (acetate form) resin 1.8 by 23 cm. and the material is eluted with methanol, collecting 40 ml. fractions. Fractions 2 to 5 on standing give an insoluble product. They are combined and filtered and the filtrate is concentrated to 30 ml. and diluted with ether (150 ml.). The product... Reactants: COCCOc1ccc(B2OC(C)(C)C(C)(C)O2)cc1, COCCOC, Cc1c(Nc2c(I)cncc2C#N)ccc2[nH]ccc12, [Na+], O=C([O-])O, O, c1ccc(P(c2ccccc2)(c2ccccc2)[Pd](P(c2ccccc2)(c2ccccc2)c2ccccc2)(P(c2ccccc2)(c2ccccc2)c2ccccc2)P(c2ccccc2)(c2ccccc2)c2ccccc2)cc1. Yields the product COCCOc1ccc(-c2cncc(C#N)c2Nc2ccc3[nH]ccc3c2C)cc1. RXN SMILES: [CH3:21][O:22][CH2:23][CH2:24][O:25][c:26]1[cH:27][cH:28][c:29]([B:32]2[O:33][C:34]([CH3:35])([CH3:36])[C:37]([CH3:38])([CH3:39])[O:40]2)[cH:30][cH:31]1.[CH3:42][O:43][CH2:44][CH2:45][O:46][CH3:47].[I:1][c:2]1[cH:3][n:4][cH:5][c:6]([C:7]#[N:8])[c:9]1[NH:10][c:11]1[c:12]([CH3:20])[c:13]2[cH:14][cH:15][nH:16][c:17]2[cH:18][cH:19]1.[Na+:52].[O-:48][C:49]([OH:50])=[O:51].[OH2:41].[cH:53]1[cH:54][cH:55][c:56]([P:57]([Pd:58]([P:59]([c:60]2[cH:61][cH:62][cH:63][cH:64][cH:65]2)([c:66]2[cH:67][cH:68][cH:69][cH:70][cH:71]2)[c:72]2[cH:73][cH:74][cH:75][cH:76][cH:77]2)([P:78]([c:79]2[cH:80][cH:81][cH:82][cH:83][cH:84]2)([c:85]2[cH:86][cH:87][cH:88][cH:89][cH:90]2)[c:91]2[cH:92][cH:93][cH:94][cH:95][cH:96]2)[P:97]([c:98]2[cH:99][cH:100][cH:101][cH:102][cH:103]2)([c:104]2[cH:105][cH:106][cH:107][cH:108][cH:109]2)[c:110]2[cH:111][cH:112][cH:113][cH:114][cH:115]2)([c:116]2[cH:117][cH:118][cH:119][cH:120][cH:121]2)[c:122]2[cH:123][cH:124][cH:125][cH:126][cH:127]2)[cH:128][cH:129]1>>[c:2]1(-[c:29]2[cH:28][cH:27][c:26]([O:25][CH2:24][CH2:23][O:22][CH3:21])[cH:31][cH:30]2)[cH:3][n:4][cH:5][c:6]([C:7]#[N:8])[c:9]1[NH:10][c:11]1[c:12]([CH3:20])[c:13]2[cH:14][cH:15][nH:16][c:17]2[cH:18][cH:19]1. Starting materials: CI, Nc1ccc(Cl)cc1[N+](=O)[O-], [H-], [Na+], [Na+], O=C([O-])O, CN(C)C=O. The product is CNc1ccc(Cl)cc1[N+](=O)[O-]. RXN SMILES: [CH3:14][I:15].[Cl:1][c:2]1[cH:3][c:4]([N+:9](=[O:10])[O-:11])[c:5]([NH2:6])[cH:7][cH:8]1.[H-:13].[Na+:12].[Na+:20].[O-:16][C:17]([OH:18])=[O:19].[O:21]=[CH:22][N:23]([CH3:24])[CH3:25]>>[Cl:1][c:2]1[cH:3][c:4]([N+:9](=[O:10])[O-:11])[c:5]([NH:6][CH3:17])[cH:7][cH:8]1. Reactants: [N+](=O)([O-])C=1C=C(C=CC1[N+](=O)[O-])NC(=O)C=1C=NC(=NC1)N1CCCC1 (N-(3,4-dinitrophenyl)-2-(pyrrolidin-1-yl)pyrimidine-5-carboxamide), C1(=CC=CC=C1)NC(=O)C1=CC=C(C=O)C=C1 (4-phenylaminocarbonylbenzaldehyde). The product is C1(=CC=CC=C1)NC(=O)C1=CC=C(C=C1)C1=NC2=C(N1)C=CC(=C2)NC(=O)C=2C=NC(=NC2)N2CCCC2 (N-(2-(4-(phenylcarbamoyl)phenyl)-1H-benzo[d]imidazol-5-yl)-2-(pyrrolidin-1-yl)pyrimidine-5-carboxamide). As a reaction SMILES: [N+:1]([C:4]1[CH:5]=[C:6]([NH:13][C:14]([C:16]2[CH:17]=[N:18][C:19]([N:22]3[CH2:26][CH2:25][CH2:24][CH2:23]3)=[N:20][CH:21]=2)=[O:15])[CH:7]=[CH:8][C:9]=1[N+:10]([O-])=O)([O-])=O.[C:27]1([NH:33][C:34]([C:36]2[CH:43]=[CH:42][C:39]([CH:40]=O)=[CH:38][CH:37]=2)=[O:35])[CH:32]=[CH:31][CH:30]=[CH:29][CH:28]=1>>[C:27]1([NH:33][C:34]([C:36]2[CH:37]=[CH:38][C:39]([C:40]3[NH:10][C:9]4[CH:8]=[CH:7][C:6]([NH:13][C:14]([C:16]5[CH:17]=[N:18][C:19]([N:22]6[CH2:26][CH2:25][CH2:24][CH2:23]6)=[N:20][CH:21]=5)=[O:15])=[CH:5][C:4]=4[N:1]=3)=[CH:42][CH:43]=2)=[O:35])[CH:28]=[CH:29][CH:30]=[CH:31][CH:32]=1. Reported procedure: Compound 221 was prepared according to the procedure similar to that described in Scheme III from N-(3,4-dinitrophenyl)-2-(pyrrolidin-1-yl)pyrimidine-5-carboxamide and 4-phenylaminocarbonylbenzaldehyde. [M+H]+ calcd for C29H25N7O2: 504.22; found: 503.92. The reactants are Cl.Cl.NCC=1C=C(C=CC1)C=1C=2N(C=C(C1)C)N=C(N2)NC2CCN(CC2)C2=NC=NC(=C2)C (8-(3-(aminomethyl)phenyl)-6-methyl-N-(1-(6-methylpyrimidin-4-yl)piperidin-4-yl)-[1,2,4]triazolo[1,5-a]pyridin-2-amine dihydrochloride), ClC(=O)OCC (ethyl chloroformate), C(C)(C)N(C(C)C)CC (N,N-diisopropylethylamine). The solvent is C(Cl)Cl (methylene chloride), ClCCl (dichloromethane). The product is CC=1C=C(C=2N(C1)N=C(N2)NC2CCN(CC2)C2=NC=NC(=C2)C)C=2C=C(CNC(OCC)=O)C=CC2 (Ethyl 3-(6-methyl-2-(1-(6-methylpyrimidin-4-yl)piperidin-4-ylamino)-[1,2,4]triazolo[1,5-a]pyridin-8-yl)benzylcarbamate), solid. Yield: 95.0%. Reaction SMILES: Cl.Cl.[NH2:3][CH2:4][C:5]1[CH:6]=[C:7]([C:11]2[C:12]3[N:13]([N:18]=[C:19]([NH:21][CH:22]4[CH2:27][CH2:26][N:25]([C:28]5[CH:33]=[C:32]([CH3:34])[N:31]=[CH:30][N:29]=5)[CH2:24][CH2:23]4)[N:20]=3)[CH:14]=[C:15]([CH3:17])[CH:16]=2)[CH:8]=[CH:9][CH:10]=1.C(N(CC)C(C)C)(C)C.Cl[C:45]([O:47][CH2:48][CH3:49])=[O:46]>ClCCl>[CH3:17][C:15]1[CH:16]=[C:11]([C:7]2[CH:6]=[C:5]([CH:10]=[CH:9][CH:8]=2)[CH2:4][NH:3][C:45](=[O:46])[O:47][CH2:48][CH3:49])[C:12]2[N:13]([N:18]=[C:19]([NH:21][CH:22]3[CH2:23][CH2:24][N:25]([C:28]4[CH:33]=[C:32]([CH3:34])[N:31]=[CH:30][N:29]=4)[CH2:26][CH2:27]3)[N:20]=2)[CH:14]=1 |f:0.1.2|. Reported procedure: To a suspension of 8-(3-(aminomethyl)phenyl)-6-methyl-N-(1-(6-methylpyrimidin-4-yl)piperidin-4-yl)-[1,2,4]triazolo[1,5-a]pyridin-2-amine dihydrochloride (37 mg, 73.8 μmol) in dichloromethane (0.75 mL) was added N,N-diisopropylethylamine (38.1 mg, 51.5 μL, 295 mmol). To the resulting yellow solution was added ethyl chloroformate (8.99 mg, 7.89 μL, 81.2 mmol) and the reaction was stirred at room temperature over night. The title compound was obtained as a light yellow solid (35 mg, 95%) after colu...